From a dataset of the Open Reaction Database (ORD), a public repository of structured organic reaction records. describe an organic reaction: reactants, conditions, products, and yield Starting materials: C(OC1=CC=C(C=C1)S(=O)(=O)N1[C@H](C(NC2=CC=C(C=C12)F)=O)CC)([O-])=O (4-{[(2S)-2-ethyl-7-fluoro-3-oxo-3,4-dihydroquinoxalin-1 (2H)-yl]sulfonyl}phenyl carbonate), IC (iodomethane), C(C)[C@H]1C(N(C2=CC=C(C=C2N1S(=O)(=O)C1=CC=C(C=C1)O)F)CCC)=O ((3S)-3-ethyl-6-fluoro-4-[(4-hydroxyphenyl)sulfonyl]-1-propyl-3,4-dihydroquinoxalin-2(1H)-one). Product: C(C)[C@H]1C(N(C2=CC=C(C=C2N1S(=O)(=O)C1=CC=C(C=C1)O)C)C)=O ((3S)-3-ethyl-4-[(4-hydroxyphenyl)sulfonyl]-1,6-dimethyl-3,4-dihydroquinoxalin-2(1H)-one). Reaction SMILES: [C:1](=O)([O-])OC1C=CC(S(N2C3C(=CC=C(F)C=3)NC(=O)[C@@H]2CC)(=O)=O)=CC=1.IC.[CH2:30]([C@@H:32]1[N:41]([S:42]([C:45]2[CH:50]=[CH:49][C:48]([OH:51])=[CH:47][CH:46]=2)(=[O:44])=[O:43])[C:40]2[C:35](=[CH:36][CH:37]=[C:38](F)[CH:39]=2)[N:34]([CH2:53]CC)[C:33]1=[O:56])[CH3:31]>>[CH2:30]([C@@H:32]1[N:41]([S:42]([C:45]2[CH:46]=[CH:47][C:48]([OH:51])=[CH:49][CH:50]=2)(=[O:43])=[O:44])[C:40]2[C:35](=[CH:36][CH:37]=[C:38]([CH3:1])[CH:39]=2)[N:34]([CH3:53])[C:33]1=[O:56])[CH3:31]. Procedure details: 4-{[(2S)-2-ethyl-7-fluoro-3-oxo-3,4-dihydroquinoxalin-1 (2H)-yl]sulfonyl}phenyl carbonate (see Example 20) was treated with iodomethane according to the procedure for the preparation of (3S)-3-ethyl-6-fluoro-4-[(4-hydroxyphenyl)sulfonyl]-1-propyl-3,4-dihydroquinoxalin-2(1H)-one (see Example 20) to yield (3S)-3-ethyl-4-[(4-hydroxyphenyl)sulfonyl]-1,6-dimethyl-3,4-dihydroquinoxalin-2(1H)-one. [α]D25=−123° (c=0.0057 G/ML, DMSO); MS (ESI) m/z 361 ([M+H]+); MS (ESI) m/z 359 ([M−H]−); Anal. Calcd for ... The reactants are solution, B(Br)(Br)Br (BBr3), C([O-])(O)=O.[Na+] (sodium bicarbonate), FC(C(CC(C)(C)C1=C(C=CC(=C1)Br)OC)(O)C=NC1=C2C=NNC2=CC=C1)(F)F (1,1,1-trifluoro-4-(5-bromo-2-methoxyphenyl)-2-[(1H-indazol-4-yl)iminomethyl]-4-methylpentan-2-ol), C(C)(=O)OCC (ethyl acetate). Solvent: ClCCl (dichloromethane), ClCCl (dichloromethane). Reaction conditions: temperature -30 celsius. The product is BrC=1C=CC(=C2C(CC(C(C12)NC1=C2C=NNC2=CC=C1)(O)C(F)(F)F)(C)C)OC (8-Bromo-5-methoxy-1-[(1H-indazol-4-yl)amino]-4,4-dimethyl-2-(trifluoromethyl)-1,2,3,4-tetrahydronaphthalen-2-ol). Isolated yield 21.0%. As a reaction SMILES: [F:1][C:2]([F:30])([F:29])[C:3]([CH:18]=[N:19][C:20]1[CH:28]=[CH:27][CH:26]=[C:25]2[C:21]=1[CH:22]=[N:23][NH:24]2)([OH:17])[CH2:4][C:5]([C:8]1[CH:13]=[C:12]([Br:14])[CH:11]=[CH:10][C:9]=1[O:15][CH3:16])([CH3:7])[CH3:6].B(Br)(Br)Br.C(=O)(O)[O-].[Na+].C(OCC)(=O)C>ClCCl>[Br:14][C:12]1[CH:11]=[CH:10][C:9]([O:15][CH3:16])=[C:8]2[C:13]=1[CH:18]([NH:19][C:20]1[CH:28]=[CH:27][CH:26]=[C:25]3[C:21]=1[CH:22]=[N:23][NH:24]3)[C:3]([C:2]([F:29])([F:1])[F:30])([OH:17])[CH2:4][C:5]2([CH3:7])[CH3:6] |f:2.3|. Procedure details: 100 mg (0.206 mmol) of 1,1,1-trifluoro-4-(5-bromo-2-methoxyphenyl)-2-[(1H-indazol-4-yl)iminomethyl]-4-methylpentan-2-ol is dissolved in one milliliter of dichloromethane, and the reaction mixture is cooled to −30° C. Four milliliters of a 1 M solution of BBr3 in dichloromethane is added in drops within 15 minutes, and the batch is then stirred for 45 more minutes at −30° C. At −30° C., about 10 ml of a saturated sodium bicarbonate solution is carefully added in drops. After dilution with ethyl a... Starting materials: [H-].[Al+3].[Li+].[H-].[H-].[H-] (Lithium aluminum hydride), ice, COC(=O)[C@H]1N(CCCC1)CC1=CC=CC=C1 ((2S)-1-benzylpiperidine-2-carboxylic acid methyl ester). The solvent is O1CCCC1 (tetrahydrofuran). Run at time 2 hour. The product is C(C1=CC=CC=C1)N1[C@@H](CCCC1)CO ((2S)-1-benzyl-2-(hydroxymethyl)piperidine). RXN SMILES: [H-].[Al+3].[Li+].[H-].[H-].[H-].C[O:8][C:9]([C@@H:11]1[CH2:16][CH2:15][CH2:14][CH2:13][N:12]1[CH2:17][C:18]1[CH:23]=[CH:22][CH:21]=[CH:20][CH:19]=1)=O>O1CCCC1>[CH2:17]([N:12]1[CH2:13][CH2:14][CH2:15][CH2:16][C@H:11]1[CH2:9][OH:8])[C:18]1[CH:23]=[CH:22][CH:21]=[CH:20][CH:19]=1 |f:0.1.2.3.4.5|. Reported procedure: Lithium aluminum hydride was added to an ice-cooled solution of (2S)-1-benzylpiperidine-2-carboxylic acid methyl ester (178 mg) in tetrahydrofuran (2.7 ml) under nitrogen atmosphere. The mixture was stirred for 2 hours below 5° C. The reaction was quenched by a sequential addition of water (0.12 ml), 15% aqueous sodium hydroxide (0.12 ml) and water (0.36 ml) successively, and the whole was stirred at room temperature for 1 hour. The insoluble materials were removed by filtration. The filtrate wa...